From a dataset of the Open Reaction Database (ORD), a public repository of structured organic reaction records. describe an organic reaction: reactants, conditions, products, and yield Reactants: C(=O)(OC(C)(C)C)N[C@@H](CC(C)C)C(=O)NC1=CC=C2C=C(C(OC2=C1)=O)C1=CC=CC=C1 (7-(Boc-L-leucinamido)-3-phenylcoumarin), FC(C(=O)O)(F)F (trifluoroacetic acid). Reaction conditions: time 2 hour. Yields the product FC(C(=O)O)(F)F.N[C@@H](CC(C)C)C(=O)NC1=CC=C2C=C(C(OC2=C1)=O)C1=CC=CC=C1 (7-(L-Leucinamido)-3-phenylcoumarin Trifluoroacetate). Reaction SMILES: C([NH:8][C@H:9]([C:14]([NH:16][C:17]1[CH:26]=[C:25]2[C:20]([CH:21]=[C:22]([C:28]3[CH:33]=[CH:32][CH:31]=[CH:30][CH:29]=3)[C:23](=[O:27])[O:24]2)=[CH:19][CH:18]=1)=[O:15])[CH2:10][CH:11]([CH3:13])[CH3:12])(OC(C)(C)C)=O.[F:34][C:35]([F:40])([F:39])[C:36]([OH:38])=[O:37]>>[F:34][C:35]([F:40])([F:39])[C:36]([OH:38])=[O:37].[NH2:8][C@H:9]([C:14]([NH:16][C:17]1[CH:26]=[C:25]2[C:20]([CH:21]=[C:22]([C:28]3[CH:29]=[CH:30][CH:31]=[CH:32][CH:33]=3)[C:23](=[O:27])[O:24]2)=[CH:19][CH:18]=1)=[O:15])[CH2:10][CH:11]([CH3:12])[CH3:13] |f:2.3|. Reported procedure: The product of Example I, above, (191.5 mg, 0.43 mmol) was dissolved at room temperature in 2 mL of trifluoroacetic acid. After 2 hr, the excess trifluoroacetic acid was removed at 1.6 kPa and room temperature, and the residue was dried at 0.1 Pa overnight. The yield of pale yellow glass was quantitative. It was purified by dissolving in 1 mL of methanol and reprecipitating by adding 30 mL of ether; mp=155.6°; NMR (2/1 CDCl3 /CD3OD) δ(LeuCH3)=1.02 D (6), J=5 Hz, δ(LeuCH2)=1.87 D (2), δ(LeuCH)=4....